Dataset: the Open Reaction Database (ORD), a public repository of structured organic reaction records. Task: describe an organic reaction: reactants, conditions, products, and yield The reactants are BrC=1C(=C(N)C=CC1)C (3-bromo-2-methylaniline), ClCC1=C(C=CC=C1)CCl (1,2-bis(chloromethyl)benzene), C([O-])([O-])=O.[K+].[K+] (potassium carbonate). Solvent: O (water). Run at temperature 120 celsius. The product is BrC=1C(=C(C=CC1)N1CC2=CC=CC=C2C1)C (2-(3-bromo-2-methylphenyl)isoindoline). Yield: 62.5%. As a reaction SMILES: [Br:1][C:2]1[C:3]([CH3:9])=[C:4]([CH:6]=[CH:7][CH:8]=1)[NH2:5].Cl[CH2:11][C:12]1[CH:17]=[CH:16][CH:15]=[CH:14][C:13]=1[CH2:18]Cl.C(=O)([O-])[O-].[K+].[K+]>O>[Br:1][C:2]1[C:3]([CH3:9])=[C:4]([N:5]2[CH2:18][C:13]3[C:12](=[CH:17][CH:16]=[CH:15][CH:14]=3)[CH2:11]2)[CH:6]=[CH:7][CH:8]=1 |f:2.3.4|. Reported procedure: A mixture of 3-bromo-2-methylaniline (372 mg, 2.00 mmol), 1,2-bis(chloromethyl)benzene (385 mg, 2.20 mmol), and potassium carbonate (304 mg, 2.20 mmol) in water (2 mL) was heated via microwave irradiation in a sealed tube at 120° C. for 25 min. The mixture was extracted with EtOAc and the organic phase was washed with water, dried and concentrated. The residue was purified by column chromatography (eluting with a gradient from hexane to 30:70 EtOAc-hexane) to provide 2-(3-bromo-2-methylphenyl)is...